Task: describe an organic reaction: reactants, conditions, products, and yield. Dataset: the Open Reaction Database (ORD), a public repository of structured organic reaction records As a reaction SMILES: [C:1](Cl)(=[O:3])[CH3:2].[I:5][C:6]1[CH:15]=[CH:14][C:9]([C:10](=[N:12]O)[NH2:11])=[CH:8][CH:7]=1>N1C=CC=CC=1>[I:5][C:6]1[CH:15]=[CH:14][C:9]([C:10]2[N:12]=[C:1]([CH3:2])[O:3][N:11]=2)=[CH:8][CH:7]=1. Run in N1=CC=CC=C1 (pyridine). Yields the product IC1=CC=C(C=C1)C1=NOC(=N1)C (3-(4-iodophenyl)-5-methyl-1,2,4-oxadiazole). Reactants: C(C)(=O)Cl (Acetyl chloride), IC1=CC=C(C(N)=NO)C=C1 (4-iodobenzamidoxime). Procedure: Acetyl chloride (1.62 ml) was added to a solution of 4-iodobenzamidoxime (5.24 g) in pyridine (35 ml) at ambient temperature. The reaction mixture was heated at reflux for 3 hours. The mixture was cooled to ambient temperature, evaporated and ice-water was added to the residue. The solid was collected by filtration, washed with water and recrystallised from acetonitrile to give 3-(4-iodophenyl)-5-methyl-1,2,4-oxadiazole (4.43 g), m.p. 121°-122° C.; microanalysis found: C, 37.6; H, 2.4; N, 9.7%; ... Reactants: BrCC(CN1C(C=2C(C1=O)=CC=CC2)=O)(C2=CC=CC=C2)Br (1,2-dibromo-2-phenyl-3-phthalimidopropane), N12CCCCCC2=NCCC1 (1,8-diazabicyclo[5.4.0]undec-7-ene). The solvent is CS(=O)C (dimethyl sulfoxide), ice water. Yields the product BrC=C(CN1C(C=2C(C1=O)=CC=CC2)=O)C2=CC=CC=C2 (1-bromo-2-phenyl-3-phthalimidopropene). The yield is 64.3%. As a reaction SMILES: [Br:1][CH2:2][C:3](Br)([C:16]1[CH:21]=[CH:20][CH:19]=[CH:18][CH:17]=1)[CH2:4][N:5]1[C:9](=[O:10])[C:8]2=[CH:11][CH:12]=[CH:13][CH:14]=[C:7]2[C:6]1=[O:15].N12CCCN=C1CCCCC2>CS(C)=O>[Br:1][CH:2]=[C:3]([C:16]1[CH:21]=[CH:20][CH:19]=[CH:18][CH:17]=1)[CH2:4][N:5]1[C:9](=[O:10])[C:8]2=[CH:11][CH:12]=[CH:13][CH:14]=[C:7]2[C:6]1=[O:15]. Reported procedure: A solution of 1,2-dibromo-2-phenyl-3-phthalimidopropane (1.27 g) and 1,8-diazabicyclo[5.4.0]undec-7-ene (DBU, 0.51 g) in dimethyl sulfoxide (DMSO, 50 ml) is heated at 90° for 16 hours. The solution is cooled, diluted with ice-water, and exhaustively extracted with ether. The orange oil (0.98 g) is chromatographed on silica gel (75 g) with 20% ethyl acetate in light petroleum as eluent to give a colorless mass which is crystallized from n-hexane/dichloromethane to give 1-bromo-2-phenyl-3-phthalim...